Dataset: the Open Reaction Database (ORD), a public repository of structured organic reaction records. Task: describe an organic reaction: reactants, conditions, products, and yield Reactants: C(C)OC(CN1N=C(C=C1N)C=1C=NC=CC1)OCC (1-(2,2-Diethoxyethyl)-3-(pyridin-3-yl)-1H-pyrazole-5-amine), BrC1=C(C=CC(=C1)[N+](=O)[O-])Cl (1-bromo-2-chloro-5-nitrobenzene). The product is ClC1=C(C=C(C=C1)[N+](=O)[O-])NC1=CC(=NN1CC(OCC)OCC)C=1C=NC=CC1 (N-(2-Chloro-5-nitrophenyl)-1-(2,2-diethoxyethyl)-3-(pyridin-3-yl)-1H-pyrazole-5-amine). RXN SMILES: [CH2:1]([O:3][CH:4]([O:18][CH2:19][CH3:20])[CH2:5][N:6]1[C:10]([NH2:11])=[CH:9][C:8]([C:12]2[CH:13]=[N:14][CH:15]=[CH:16][CH:17]=2)=[N:7]1)[CH3:2].Br[C:22]1[CH:27]=[C:26]([N+:28]([O-:30])=[O:29])[CH:25]=[CH:24][C:23]=1[Cl:31]>>[Cl:31][C:23]1[CH:24]=[CH:25][C:26]([N+:28]([O-:30])=[O:29])=[CH:27][C:22]=1[NH:11][C:10]1[N:6]([CH2:5][CH:4]([O:18][CH2:19][CH3:20])[O:3][CH2:1][CH3:2])[N:7]=[C:8]([C:12]2[CH:13]=[N:14][CH:15]=[CH:16][CH:17]=2)[CH:9]=1. Procedure details: Analogously to the process described in Example 9A/Step 1, 1.0 g (3.62 mmol) of the compound of Example 4A and 941 mg (3.98 mmol) of 1-bromo-2-chloro-5-nitrobenzene gave 1.26 g (80% of theory) of the title compound. In this case, the reaction time in the microwave reactor was 1 h at a temperature of 140° C. Chromatographic isolation of the product was by MPLC (mobile phase cyclohexane/ethyl acetate 1:2). Starting materials: ClC1=C(C(=C(C=C1)O)C)[N+](=O)[O-] (4-chloro-2-methyl-3-nitrophenol), BrCC#N (bromoacetonitrile), C([O-])([O-])=O.[K+].[K+] (potassium carbonate). Run in CC(CC)=O (2-butanone). Run at temperature 80 celsius. The product is ClC1=C(C(=C(OCC#N)C=C1)C)[N+](=O)[O-] ((4-chloro-2-methyl-3-nitrophenoxy)acetonitrile). As a reaction SMILES: [Cl:1][C:2]1[CH:7]=[CH:6][C:5]([OH:8])=[C:4]([CH3:9])[C:3]=1[N+:10]([O-:12])=[O:11].Br[CH2:14][C:15]#[N:16].C(=O)([O-])[O-].[K+].[K+]>CC(=O)CC>[Cl:1][C:2]1[CH:7]=[CH:6][C:5]([O:8][CH2:14][C:15]#[N:16])=[C:4]([CH3:9])[C:3]=1[N+:10]([O-:12])=[O:11] |f:2.3.4|. Procedure details: A mixture of 4-chloro-2-methyl-3-nitrophenol (7.6 g), bromoacetonitrile (3.4 mL), and potassium carbonate (16.8 g) in 2-butanone (80 mL) was heated at 80° C. for 2 hr under an atmosphere of nitrogen. The reaction mixture was cooled to room temperature, then filtered to remove the salts. The filtrate was diluted with ethyl ether (200 mL), washed with saturated sodium chloride solution, and dried over magnesium sulfate. Evaporation of the solvent afforded a yellow solid (9.1 g). The reactants are C(C)(C)(C)OC(C(C(=O)C)C(C1=C(C(=CC=C1Cl)C(=O)OC)Cl)=O)=O (2-(2,6-dichloro-3-methoxycarbonyl benzoyl) acetoacetic tert-butyl ester), O.C1(=CC=C(C=C1)S(=O)(=O)O)C (p-toluene sulfonic acid hydrate), C(C)(=O)OCC (ethyl acetate). Run in C1(=CC=CC=C1)C (toluene). The product is ClC1=C(C(=O)CC(C)=O)C(=CC=C1C(=O)OC)Cl (2,6-dichloro-3-methoxycarbonyl benzoyl acetone). Reaction SMILES: C(OC(=O)[CH:7]([C:11](=[O:24])[C:12]1[C:17]([Cl:18])=[CH:16][CH:15]=[C:14]([C:19]([O:21][CH3:22])=[O:20])[C:13]=1[Cl:23])[C:8]([CH3:10])=[O:9])(C)(C)C.O.C1(C)C=CC(S(O)(=O)=O)=CC=1.C(OCC)(=O)C>C1(C)C=CC=CC=1>[Cl:23][C:13]1[C:14]([C:19]([O:21][CH3:22])=[O:20])=[CH:15][CH:16]=[C:17]([Cl:18])[C:12]=1[C:11]([CH2:7][C:8](=[O:9])[CH3:10])=[O:24] |f:1.2|. Procedure: A suspension of 1.65 g of magnesium ethylate in 30 ml of toluene was kept at 60-70° C. and 2.28 g of acetoacetic tert-butyl ester was added dropwise thereto. After the dropwise addition was completed, the resultant mixture was refluxed for two hours. Then, the reaction solution was cooled to room temperature and 3.85 g of 2,6-dichloro-3-methoxycarbonyl benzoic acid chloride was added dropwise thereto. The reaction mixture was stirred at room temperature for two hours and at 50-100° C. for three ... Reactants: Cl (HCl), O1CCOCC1 (dioxane), C(#N)C1=CC2=C(N(C(=N2)C(C(=O)OCC)C2=C3C=CN(C3=C(C=C2C)C)S(=O)(=O)C2=CC=C(C)C=C2)COCC[Si](C)(C)C)C=C1 ((±)-ethyl 2-(5-cyano-1-((2-(trimethylsilyl)ethoxy)methyl)-1H-benzo[d]imidazol-2-yl)-2-(5,7-dimethyl-1-tosyl-1H-indol-4-yl)acetate), C(#N)C=1C=CC2=C(N(C(=N2)C(C(=O)OCC)C2=C3C=CN(C3=C(C=C2C)C)S(=O)(=O)C2=CC=C(C)C=C2)COCC[Si](C)(C)C)C1 ((±)-ethyl 2-(6-cyano-1-((2-(trimethylsilyl)ethoxy)methyl)-1H-benzo[d]imidazol-2-yl)-2-(5,7-dimethyl-1-tosyl-1H-indol-4-yl)acetate). Solvent: CCO (EtOH). Conditions: temperature 60 celsius, time 8 hour. Yields the product C(#N)C1=CC2=C(NC(=N2)C(C(=O)OCC)C2=C3C=CN(C3=C(C=C2C)C)S(=O)(=O)C2=CC=C(C)C=C2)C=C1 ((±)-Ethyl 2-(5-cyano-1H-benzo[d]imidazol-2-yl)-2-(5,7-dimethyl-1-tosyl-1H-indol-4-yl)acetate). Reaction SMILES: Cl.O1CCOCC1.[C:8]([C:10]1[CH:53]=[CH:52][C:13]2[N:14](COCC[Si](C)(C)C)[C:15]([CH:17]([C:23]3[C:31]([CH3:32])=[CH:30][C:29]([CH3:33])=[C:28]4[C:24]=3[CH:25]=[CH:26][N:27]4[S:34]([C:37]3[CH:43]=[CH:42][C:40]([CH3:41])=[CH:39][CH:38]=3)(=[O:36])=[O:35])[C:18]([O:20][CH2:21][CH3:22])=[O:19])=[N:16][C:12]=2[CH:11]=1)#[N:9].C(C1C=CC2N=C(C(C3C(C)=CC(C)=C4C=3C=CN4S(C3C=CC(C)=CC=3)(=O)=O)C(OCC)=O)N(COCC[Si](C)(C)C)C=2C=1)#N>CCO>[C:8]([C:10]1[CH:53]=[CH:52][C:13]2[NH:14][C:15]([CH:17]([C:23]3[C:31]([CH3:32])=[CH:30][C:29]([CH3:33])=[C:28]4[C:24]=3[CH:25]=[CH:26][N:27]4[S:34]([C:37]3[CH:38]=[CH:39][C:40]([CH3:41])=[CH:42][CH:43]=3)(=[O:36])=[O:35])[C:18]([O:20][CH2:21][CH3:22])=[O:19])=[N:16][C:12]=2[CH:11]=1)#[N:9]. Reported procedure: HCl in dioxane (4 M, 2.28 mL, 9.13 mmol) was added to a solution of a mixture of (±)-ethyl 2-(5-cyano-1-((2-(trimethylsilyl)ethoxy)methyl)-1H-benzo[d]imidazol-2-yl)-2-(5,7-dimethyl-1-tosyl-1H-indol-4-yl)acetate and (±)-ethyl 2-(6-cyano-1-((2-(trimethylsilyl)ethoxy)methyl)-1H-benzo[d]imidazol-2-yl)-2-(5,7-dimethyl-1-tosyl-1H-indol-4-yl)acetate (600 mg, 0.913 mmol) in EtOH (12 mL) at room temperature. The resulting mixture was stirred at 60° C. overnight then partitioned between EtOAc and sat. aq.... Starting materials: COC=1C=C2C=C3C(=NC2=CC1OCC1=CC=CC=C1)N=C(NC3=O)C(=O)OCC (ethyl 7-methoxy-8-benzyloxypyrimido[4,5-b]quinolin-4(3H)one-2-carboxylate), CCOCC (Ether). Run in FC(C(=O)O)(F)F (trifluoroacetic acid). The product is COC=1C=C2C=C3C(=NC2=CC1O)N=C(NC3=O)C(=O)OCC (Ethyl 7-Methoxy-8-Hydroxypyrimido[4,5-b]Quinolin-4(3H)One-2-Carboxylate). Yield: 6.0%. RXN SMILES: [CH3:1][O:2][C:3]1[CH:4]=[C:5]2[C:10](=[CH:11][C:12]=1[O:13]CC1C=CC=CC=1)[N:9]=[C:8]1[N:21]=[C:22]([C:26]([O:28][CH2:29][CH3:30])=[O:27])[NH:23][C:24](=[O:25])[C:7]1=[CH:6]2.CCOCC>FC(F)(F)C(O)=O>[CH3:1][O:2][C:3]1[CH:4]=[C:5]2[C:10](=[CH:11][C:12]=1[OH:13])[N:9]=[C:8]1[N:21]=[C:22]([C:26]([O:28][CH2:29][CH3:30])=[O:27])[NH:23][C:24](=[O:25])[C:7]1=[CH:6]2. Procedure details: A solution of ethyl 7-methoxy-8-benzyloxypyrimido[4,5-b]quinolin-4(3H)one-2-carboxylate (198 mg., 0.488 mmole) in trifluoroacetic acid (4 ml.) is stirred at room temperature for 8 days. Ether (15 ml.) is added and the yellow precipitate which forms separated by filtration. It is taken up in chloroform and the solution filtered through diatomaceous earth to remove a small amount of insoluble material. The filtrate is decolorized with charcoal and concentrated under reduced pressure to small volum... The reactants are CN(C1=CC=C(C=C1)CN(C(=O)C1CCCC2=CC=C(C=C12)O)C1=CC=C(C=C1)C(C)C)C (N-[(4-Dimethylaminophenyl)methyl]-7-hydroxy-N-(4-isopropylphenyl)-1,2,3,4-tetrahydronaphthalene-1-carboxamide), C(C)I (ethyl iodide), [H-].[Na+] (sodium hydride). Run in CN(C=O)C (dimethylformamide). Reaction conditions: time 24 hour. Product: CN(C1=CC=C(C=C1)CN(C(=O)C1CCCC2=CC=C(C=C12)OCC)C1=CC=C(C=C1)C(C)C)C (N-[(4-dimethylaminophenyl)methyl]-7-ethoxy-N-(4-isopropylphenyl)-1,2,3,4-tetrahydronaphthalene-1-carboxamide). RXN SMILES: [CH3:1][N:2]([CH3:33])[C:3]1[CH:8]=[CH:7][C:6]([CH2:9][N:10]([C:24]2[CH:29]=[CH:28][C:27]([CH:30]([CH3:32])[CH3:31])=[CH:26][CH:25]=2)[C:11]([CH:13]2[C:22]3[C:17](=[CH:18][CH:19]=[C:20]([OH:23])[CH:21]=3)[CH2:16][CH2:15][CH2:14]2)=[O:12])=[CH:5][CH:4]=1.[CH2:34](I)[CH3:35].[H-].[Na+]>CN(C)C=O>[CH3:1][N:2]([CH3:33])[C:3]1[CH:8]=[CH:7][C:6]([CH2:9][N:10]([C:24]2[CH:25]=[CH:26][C:27]([CH:30]([CH3:31])[CH3:32])=[CH:28][CH:29]=2)[C:11]([CH:13]2[C:22]3[C:17](=[CH:18][CH:19]=[C:20]([O:23][CH2:34][CH3:35])[CH:21]=3)[CH2:16][CH2:15][CH2:14]2)=[O:12])=[CH:5][CH:4]=1 |f:2.3|. Reported procedure: N-[(4-Dimethylaminophenyl)methyl]-7-hydroxy-N-(4-isopropylphenyl)-1,2,3,4-tetrahydronaphthalene-1-carboxamide (0.5 g) and ethyl iodide (0.14 mL) were dissolved in dimethylformamide (5 mL), and sodium hydride (0.07 g) was added under ice-cooling. The mixture was stirred at room temperature for 24 hr. The reaction mixture was partitioned between water and ethyl acetate. The organic layer was washed with saturated brine and dried over magnesium sulfate. The solvent was evaporated, and the residue w...